Dataset: the Open Reaction Database (ORD), a public repository of structured organic reaction records. Task: describe an organic reaction: reactants, conditions, products, and yield Reactants: COC([C@H]1N(CCC1)C(C(CC(C1=CC(=CC=C1)F)=O)C)=O)=O (1-[3-(3-Fluorobenzoyl)-2-methylpropionyl]-L-proline methyl ester), [OH-].[Na+] (sodium hydroxide), Cl (hydrochloric acid). Solvent: O1CCCC1 (tetrahydrofuran). Run at time 4 hour. Yields the product FC=1C=C(C(=O)CC(C(=O)N2[C@H](C(=O)O)CCC2)C)C=CC1 (1-[3-(3-Fluorobenzoyl)-2-methylpropionyl]-L-proline). Reaction SMILES: C[O:2][C:3](=[O:23])[C@@H:4]1[CH2:8][CH2:7][CH2:6][N:5]1[C:9](=[O:22])[CH:10]([CH3:21])[CH2:11][C:12](=[O:20])[C:13]1[CH:18]=[CH:17][CH:16]=[C:15]([F:19])[CH:14]=1.[OH-].[Na+].Cl>O1CCCC1>[F:19][C:15]1[CH:14]=[C:13]([CH:18]=[CH:17][CH:16]=1)[C:12]([CH2:11][CH:10]([CH3:21])[C:9]([N:5]1[CH2:6][CH2:7][CH2:8][C@H:4]1[C:3]([OH:23])=[O:2])=[O:22])=[O:20] |f:1.2|. Procedure details: A 1.98 g. portion of 1-[3-(3-fluorobenzoyl)-2-methylpropionyl]-L-proline methyl ester (Example 44) is dissolved in 2 ml. of tetrahydrofuran and 20 ml. of 1 N sodium hydroxide is added. The mixture is stirred at room temperature for 4 hours, cooled in an ice bath, acidified with concentrated hydrochloric acid and extracted with dichloromethane. The organic extract is washed with sodium chloride solution, dried over magnesium sulfate and evaporated in vacuo to a gum. This gum is triturated with et...